Dataset: the Open Reaction Database (ORD), a public repository of structured organic reaction records. Task: describe an organic reaction: reactants, conditions, products, and yield Reactants: [Br-], CC[Mg+], C1CCOC1, N#Cc1cc(Nc2ccc(F)c(Cl)c2)ccc1N. Product: CCC(=O)c1cc(Nc2ccc(F)c(Cl)c2)ccc1N. RXN SMILES: [Br-:19].[CH2:20]([CH3:21])[Mg+:22].[CH2:23]1[CH2:26][CH2:25][CH2:24][O:27]1.[NH2:1][c:2]1[c:3]([C:4]#[N:5])[cH:6][c:7]([NH:10][c:11]2[cH:12][c:13]([Cl:18])[c:14]([F:17])[cH:15][cH:16]2)[cH:8][cH:9]1>>[NH2:1][c:2]1[c:3]([C:4]([CH2:20][CH3:21])=[O:27])[cH:6][c:7]([NH:10][c:11]2[cH:12][c:13]([Cl:18])[c:14]([F:17])[cH:15][cH:16]2)[cH:8][cH:9]1. Reactants: CCOC(=O)c1cc2c(C)ccc(OCCOC3CCCCO3)c2[nH]1, Cl, N, C1CCOC1, O. Yields the product CCOC(=O)c1cc2c(C)ccc(OCCO)c2[nH]1. As a reaction SMILES: [CH3:1][c:2]1[c:3]2[cH:4][c:5]([C:21](=[O:22])[O:23][CH2:24][CH3:25])[nH:6][c:7]2[c:8]([O:11][CH2:12][CH2:13][O:14][CH:15]2[CH2:16][CH2:17][CH2:18][CH2:19][O:20]2)[cH:9][cH:10]1.[ClH:26].[NH3:28].[O:29]1[CH2:30][CH2:31][CH2:32][CH2:33]1.[OH2:27]>>[CH3:1][c:2]1[c:3]2[cH:4][c:5]([C:21](=[O:22])[O:23][CH2:24][CH3:25])[nH:6][c:7]2[c:8]([O:11][CH2:12][CH2:13][OH:14])[cH:9][cH:10]1.